This data is from the Open Reaction Database (ORD), a public repository of structured organic reaction records. The task is: describe an organic reaction: reactants, conditions, products, and yield Starting materials: CC(C)(C)OC(=O)N1CCN(C(=O)OC(C)(C)C)C(c2ccc([N+](=O)[O-])cc2)C1, CO, [H][H]. Yields the product CC(C)(C)OC(=O)N1CCN(C(=O)OC(C)(C)C)C(c2ccc(N)cc2)C1. As a reaction SMILES: [C:1]([CH3:2])([CH3:3])([CH3:4])[O:5][C:6](=[O:7])[N:8]1[CH:9]([c:21]2[cH:22][cH:23][c:24]([N+:27]([O-:28])=[O:29])[cH:25][cH:26]2)[CH2:10][N:11]([C:14](=[O:15])[O:16][C:17]([CH3:18])([CH3:19])[CH3:20])[CH2:12][CH2:13]1.[CH3:32][OH:33].[H:30][H:31]>>[C:1]([CH3:2])([CH3:3])([CH3:4])[O:5][C:6](=[O:7])[N:8]1[CH:9]([c:21]2[cH:22][cH:23][c:24]([NH2:27])[cH:25][cH:26]2)[CH2:10][N:11]([C:14](=[O:15])[O:16][C:17]([CH3:18])([CH3:19])[CH3:20])[CH2:12][CH2:13]1.